This data is from the Open Reaction Database (ORD), a public repository of structured organic reaction records. The task is: describe an organic reaction: reactants, conditions, products, and yield Starting materials: C1=2C(=O)OC(NC1=CC=CC2)=O (Isatoic anhydride), [H-].[Na+] (Sodium hydride), C(=CC(C)=C)Br (Isoprenyl bromide). Product: C(=CC(C)=C)N1C=2C(C(=O)OC1=O)=CC=CC2 (N-isoprenyl isatoic anhydride). As a reaction SMILES: [C:1]12[C:7](=[CH:8][CH:9]=[CH:10][CH:11]=1)[NH:6][C:5](=[O:12])[O:4][C:2]2=[O:3].[H-].[Na+].[CH:15](Br)=[CH:16][C:17](=[CH2:19])[CH3:18]>>[CH:15]([N:6]1[C:5](=[O:12])[O:4][C:2](=[O:3])[C:1]2=[CH:11][CH:10]=[CH:9][CH:8]=[C:7]12)=[CH:16][C:17](=[CH2:18])[CH3:19] |f:1.2|. Reported procedure: Reagents: Isatoic anhydride (6.13 mmols, 1 g); Sodium hydride (9.2 mmols, 0.23 g); Isoprenyl bromide (12 mmols, 1.9 g). Yield: 0.95 g (67%), white solid, m.p.=119° C.-120° C.